From a dataset of the Open Reaction Database (ORD), a public repository of structured organic reaction records. describe an organic reaction: reactants, conditions, products, and yield Reaction SMILES: [C:34](=[O:35])([O-:36])[O-:37].[CH3:29][O:30][CH2:31][CH2:32][Br:33].[CH:1]([CH3:2])([CH3:3])[n:4]1[n:5][cH:6][n:7][c:8]1-[c:9]1[s:10][c:11]2[c:17]([n:18]1)-[c:16]1[c:15]([cH:22][c:21]([CH:23]3[CH2:24][CH2:25][NH:26][CH2:27][CH2:28]3)[cH:20][cH:19]1)[O:14][CH2:13][CH2:12]2.[Cl:45][CH2:46][Cl:47].[K+:38].[K+:39].[O:40]=[CH:41][N:42]([CH3:43])[CH3:44]>>[CH:1]([CH3:2])([CH3:3])[n:4]1[n:5][cH:6][n:7][c:8]1-[c:9]1[s:10][c:11]2[c:17]([n:18]1)-[c:16]1[c:15]([cH:22][c:21]([CH:23]3[CH2:24][CH2:25][N:26]([CH2:32][CH2:31][O:30][CH3:29])[CH2:27][CH2:28]3)[cH:20][cH:19]1)[O:14][CH2:13][CH2:12]2. The product is COCCN1CCC(c2ccc3c(c2)OCCc2sc(-c4ncnn4C(C)C)nc2-3)CC1. Reactants: O=C([O-])[O-], COCCBr, CC(C)n1ncnc1-c1nc2c(s1)CCOc1cc(C3CCNCC3)ccc1-2, ClCCl, [K+], [K+], CN(C)C=O. Starting materials: CC=1N=CNC1CSCCN (4-methyl-5-[(2-aminoethyl)thiomethyl]-imidazole), C(#N)NC(SC)=NC (N-cyano-N',S-dimethylisothiourea). Solvent: C(C)#N (acetonitrile). Product: C(#N)NC(=NCCSCC1=C(N=CN1)C)NC (N-cyano-N'-methyl-N"-[2-((4-methyl-5-imidazolyl)methylthio)ethyl) guanidine). RXN SMILES: [CH3:1][C:2]1[N:3]=[CH:4][NH:5][C:6]=1[CH2:7][S:8][CH2:9][CH2:10][NH2:11].[C:12]([NH:14][C:15](=[N:18][CH3:19])SC)#[N:13]>C(#N)C>[C:12]([NH:14][C:15]([NH:18][CH3:19])=[N:11][CH2:10][CH2:9][S:8][CH2:7][C:6]1[NH:5][CH:4]=[N:3][C:2]=1[CH3:1])#[N:13]. Procedure: A solution of 4-methyl-5-[(2-aminoethyl)thiomethyl]-imidazole (17.0 g.) and N-cyano-N',S-dimethylisothiourea (11.2 g.) in acetonitrile (500 ml.) was heated under reflux for 24 hours. Following concentration, the reside was chromatographed on a column of silica gel with acetonitrile as eluant and the product obtained was finally recrystallised from acetonitrile-ether to yield N-cyano-N'-methyl-N"-[2-((4-methyl-5-imidazolyl)methylthio)ethyl) guanidine, m.p. 141°-2°. (Found: C, 47.2; H, 6.4; N, 33.... Reactants: O1C=CC=2C1=NC1=CC=CC=C1C2NC2=CC=C(C=C2)/C(/C)=N/O ((E)-1-(4-(furo[2,3-b]quinolin-4-ylamino)phenyl)ethanone oxime), CO\N=C(/C)\C1=CC=C(C=C1)NC1=C2C(=NC3=CC=CC=C13)OC=C2 ((E)-1-(4-(furo[2,3-b]quinolin-4-ylamino)phenyl)ethanone O-methyloxime), compound 1, compound 2, compound 3, COC=1C=C(C=CC1NC=2C=3C=CC=CC3N=C4C2C=CC=C4)NS(=O)(=O)C (amsacrine), compound 1, hydroxyimino, compound 1, methoxyimino. The product is O1C=CC=2C1=NC1=CC=CC=C1C2NC2=CC=C(C=C2)C(C)=O (1-(4-(furo[2,3-b]quinolin-4-ylamino)phenyl)ethanone). RXN SMILES: [O:1]1[C:5]2=[N:6][C:7]3[C:12]([C:13]([NH:14][C:15]4[CH:20]=[CH:19][C:18](/[C:21](=N/O)/[CH3:22])=[CH:17][CH:16]=4)=[C:4]2[CH:3]=[CH:2]1)=[CH:11][CH:10]=[CH:9][CH:8]=3.C[O:26]/N=C(/C1C=CC(NC2C3C(=CC=CC=3)N=C3OC=CC=23)=CC=1)\C.COC1C=C(NS(C)(=O)=O)C=CC=1NC1C2C=CC=CC=2N=C2C=CC=CC=12>>[O:1]1[C:5]2=[N:6][C:7]3[C:12]([C:13]([NH:14][C:15]4[CH:20]=[CH:19][C:18]([C:21](=[O:26])[CH3:22])=[CH:17][CH:16]=4)=[C:4]2[CH:3]=[CH:2]1)=[CH:11][CH:10]=[CH:9][CH:8]=3. Reported procedure: In addition, (E)-1-(4-(furo[2,3-b]quinolin-4-ylamino)phenyl)ethanone oxime (a hydroxyimino derivative of compound 1, referred to as compound 2 hereinafter) and (E)-1-(4-(furo[2,3-b]quinolin-4-ylamino)phenyl)ethanone O-methyloxime (a methoxyimino derivative of compound 1, referred to as compound 3 hereinafter) were also shown to have an antiproliferative potency comparable to that of amsacrine. The applicants even further found that compound 1 is able to induce mitotic arrest and apoptosis by bin... The reactants are CS(=O)(=O)CCC[C@H](CCC=C(C)C)C (1-methanesulfonyl-4-(S)-methyl-8-methylnon-7-ene), N1C(=O)N(C)C=2N=CN(C)C2C1=O.[Na] (sodium theobromine), O (water). Run in CS(=O)C (dimethylsulfoxide). Conditions: temperature 60 celsius, time 16 hour. Product: C[C@H](CCCN1C(=O)N(C=2N=CN(C2C1=O)C)C)CCC=C(C)C (1-(4-(S)-Methyl-8-methylnon-7-enyl)-3,7-dimethylxanthine). Isolated yield 30.0%. As a reaction SMILES: [NH:1]1[C:12](=[O:13])[C:11]2[N:9]([CH3:10])[CH:8]=[N:7][C:6]=2[N:4]([CH3:5])[C:2]1=[O:3].[Na].CS([CH2:19][CH2:20][CH2:21][C@@H:22]([CH3:29])[CH2:23][CH2:24][CH:25]=[C:26]([CH3:28])[CH3:27])(=O)=O.O>CS(C)=O>[CH3:29][C@@H:22]([CH2:23][CH2:24][CH:25]=[C:26]([CH3:28])[CH3:27])[CH2:21][CH2:20][CH2:19][N:1]1[C:12](=[O:13])[C:11]2[N:9]([CH3:10])[CH:8]=[N:7][C:6]=2[N:4]([CH3:5])[C:2]1=[O:3] |f:0.1,^1:13|. Reported procedure: To a suspension of sodium theobromine (4.05 g, 20.0 mmol) in dimethylsulfoxide (50 mL) was added 1-methanesulfonyl-4-(S)-methyl-8-methylnon-7-ene and the reaction stirred for 16 hours at 60° C. The mixture was then poured into water (100 mL) and extracted with ethyl acetate (100 mL, 2×50 mL). The organic portions were combined, dried using magnesium sulfate, and evaporated to give a residue which was purified by column chromatography (ethyl acetate/hexane) to yield 1.83 g (30% yield) 1-(4-(S)-Me...